This data is from the Open Reaction Database (ORD), a public repository of structured organic reaction records. The task is: describe an organic reaction: reactants, conditions, products, and yield Reactants: C=C[Sn](CCCC)(CCCC)CCCC, N#Cc1c(Cl)nc(N)nc1-c1ccccc1, [Na+], [Na+], O=C([O-])[O-], C1COCCO1. Product: C=Cc1nc(N)nc(-c2ccccc2)c1C#N. As a reaction SMILES: [CH:17](=[CH2:18])[Sn:19]([CH2:20][CH2:21][CH2:22][CH3:23])([CH2:24][CH2:25][CH2:26][CH3:27])[CH2:28][CH2:29][CH2:30][CH3:31].[NH2:1][c:2]1[n:3][c:4](-[c:11]2[cH:12][cH:13][cH:14][cH:15][cH:16]2)[c:5]([C:9]#[N:10])[c:6]([Cl:8])[n:7]1.[Na+:32].[Na+:33].[O-:34][C:35](=[O:36])[O-:37].[O:38]1[CH2:39][CH2:40][O:41][CH2:42][CH2:43]1>>[NH2:1][c:2]1[n:3][c:4](-[c:11]2[cH:12][cH:13][cH:14][cH:15][cH:16]2)[c:5]([C:9]#[N:10])[c:6]([CH:17]=[CH2:18])[n:7]1. As a reaction SMILES: C(OC([N:8]1[CH2:13][CH:12]=[C:11]([C:14]2[NH:15][C:16]([C:29]3[CH:34]=[CH:33][C:32]([C:35]([F:38])([F:37])[F:36])=[CH:31][CH:30]=3)=[C:17]([C:19]3[CH:24]=[CH:23][C:22]([C:25]([F:28])([F:27])[F:26])=[CH:21][CH:20]=3)[N:18]=2)[CH2:10][CH2:9]1)=O)(C)(C)C.[C:39](O)([C:41]([F:44])([F:43])[F:42])=O>>[F:27][C:25]([F:28])([F:26])[C:22]1[CH:21]=[CH:20][C:19]([C:17]2[N:18]=[C:14]([C:11]3[CH2:10][CH2:9][N:8]([C:13]4[C:39]([C:41]([F:44])([F:43])[F:42])=[CH:11][CH:10]=[CH:9][N:8]=4)[CH2:13][CH:12]=3)[NH:15][C:16]=2[C:29]2[CH:30]=[CH:31][C:32]([C:35]([F:38])([F:37])[F:36])=[CH:33][CH:34]=2)=[CH:24][CH:23]=1. Reported procedure: 4-[4,5-Bis-(4-trifluoromethyl-phenyl)-1H-imidazol-2-yl]-3,6-dihydro-2H-pyridine-1-carboxylic acid tert-butyl ester from step (a) above was treated with TFA under the condition of Example 22(c) to give the title compound, which was used directly in the next step without additional purification. MS (ESI, positive ion) m/z: 438 (M+1). The reactants are C(C)(C)(C)OC(=O)N1CCC(=CC1)C=1NC(=C(N1)C1=CC=C(C=C1)C(F)(F)F)C1=CC=C(C=C1)C(F)(F)F (4-[4,5-Bis-(4-trifluoromethyl-phenyl)-1H-imidazol-2-yl]-3,6-dihydro-2H-pyridine-1-carboxylic acid tert-butyl ester), C(=O)(C(F)(F)F)O (TFA). Product: FC(C1=CC=C(C=C1)C=1N=C(NC1C1=CC=C(C=C1)C(F)(F)F)C1=CCN(CC1)C1=NC=CC=C1C(F)(F)F)(F)F (2-(4-(4,5-Bis-(4-(trifluoromethyl)phenyl)-1H-imidazol-2-yl)-5,6-dihydropyridin-1(2H)-yl)-3-(trifluoromethyl)pyridine). Reactants: C(C)OC(C(CC1=CC=C(C2=C1SC=C2)OCCC=2N=C(OC2C)C2=CC=CC=C2)OC)=O (2-Methoxy-3-{4-[2-(5-methyl-2-phenyl-oxazol-4-yl)-ethoxy]-benzo[b]thiophen-7-yl}-propionic acid ethyl ester), [OH-].[Na+] (NaOH). The solvent is C1CCOC1.CO (THF MeOH). Product: COC(C(=O)O)CC1=CC=C(C2=C1SC=C2)OCCC=2N=C(OC2C)C2=CC=CC=C2 (2-Methoxy-3-{4-[2-(5-methyl-2-phenyl-oxazol-4-yl)-ethoxy]-benzo[b]thiophen-7-yl}-propionic acid). Isolated yield 90.3%. As a reaction SMILES: C([O:3][C:4](=[O:33])[CH:5]([O:31][CH3:32])[CH2:6][C:7]1[C:12]2[S:13][CH:14]=[CH:15][C:11]=2[C:10]([O:16][CH2:17][CH2:18][C:19]2[N:20]=[C:21]([C:25]3[CH:30]=[CH:29][CH:28]=[CH:27][CH:26]=3)[O:22][C:23]=2[CH3:24])=[CH:9][CH:8]=1)C.[OH-].[Na+]>C1COCC1.CO>[CH3:32][O:31][CH:5]([CH2:6][C:7]1[C:12]2[S:13][CH:14]=[CH:15][C:11]=2[C:10]([O:16][CH2:17][CH2:18][C:19]2[N:20]=[C:21]([C:25]3[CH:30]=[CH:29][CH:28]=[CH:27][CH:26]=3)[O:22][C:23]=2[CH3:24])=[CH:9][CH:8]=1)[C:4]([OH:33])=[O:3] |f:1.2,3.4|. Reported procedure: 0.184 g of 2-Methoxy-3-{4-[2-(5-methyl-2-phenyl-oxazol-4-yl)-ethoxy]-benzo[b]thiophen-7-yl}-propionic acid ethyl ester (0.40 mmol) was dissolved in 1 ml of THF/MeOH=1/1 and treated with 0.670 ml of 3N NaOH. The reaction mixture was kept over night at RT and then quenched by pouring onto crashed ice/HCl. Twofold extraction with AcOEt, washing with water, drying over sodium sulfate, and evaporation of the solvents left a crude product, which was purified by crystallisation from AcOEt/hexane to yie... Starting materials: c1(cccnc1)C(C)O, [Si](OCC)(OCC)OCC, c1(c(cccc1)F)[N+](=O)[O-]. Reagents/catalysts: c1ccc(cc1)-c2c3ccccc3cc4ccccc24 (9-Phenylanthracene), CCN(CC)P1(=NC(C)(C)C)N(CCCN1C)C (BEMP). Solvent: C1COCCO1 (Dioxane). Run at temperature 20 celsius, time 18 hour. The product is CC(Oc1ccccc1[N+](=O)[O-])c2cccnc2. RXN SMILES: CCO[SiH](OCC)OCC.[CH3:1][CH:2]([c:4]1[cH:9][n:8][cH:7][cH:6][cH:5]1)[OH:3].[O-:10][N+:11]([c:13]1[c:18](F)[cH:17][cH:16][cH:15][cH:14]1)=[O:12]>>[CH3:1][CH:2]([c:4]1[cH:9][n:8][cH:7][cH:6][cH:5]1)[O:3][c:18]2[c:13]([N+:11]([O-:10])=[O:12])[cH:14][cH:15][cH:16][cH:17]2. Starting materials: N1CCNCC1 (piperazine), C(#N)C1=C(C=CC=C1)SN1CCNCC1 (1-(2-cyanophenylthio)piperazine), N1CCNCC1 (piperazine). The solvent is C(C)(C)O (isopropanol), C(C)(C)O (isopropanol). Conditions: temperature 90 celsius. Product: N1(CCNCC1)C1=NSC2=C1C=CC=C2 (3-(1-Piperazinyl)-1,2-benzisothiazole). Isolated yield 55.0%. As a reaction SMILES: [NH:1]1[CH2:6][CH2:5][NH:4][CH2:3][CH2:2]1.C([C:9]1[CH:14]=[CH:13][CH:12]=[CH:11][C:10]=1[S:15][N:16]1[CH2:21]CNCC1)#N>C(O)(C)C>[N:1]1([C:21]2[C:11]3[CH:12]=[CH:13][CH:14]=[CH:9][C:10]=3[S:15][N:16]=2)[CH2:6][CH2:5][NH:4][CH2:3][CH2:2]1. Reported procedure: Anhydrous piperazine (17.2 g, 0.20 mol) and isopropanol (3.0 mL) were charged to a round bottom flask equipped with a mechanical stirrer, thermometer, condenser topped with a nitrogen inlet, and an addition funnel. Once the flask was purged and then maintained under nitrogen, the mixture was heated to 90° C. to afford a solution. A solution of 1-(2-cyanophenylthio)piperazine (4.38 g, 20.0 mmol) in isopropanol (2.0 mL) was slowly added to the warm piperazine solution over 1 hour. Once the additio... Starting materials: CCO, CC(C)(S)C(N)C(=O)O, O=Cc1cccnc1. The product is CC1(C)SC(c2cccnc2)NC1C(=O)O. As a reaction SMILES: [CH3:18][CH2:19][OH:20].[NH2:1][CH:2]([C:3]([CH3:4])([CH3:5])[SH:6])[C:7](=[O:8])[OH:9].[n:10]1[cH:11][c:12]([CH:16]=[O:17])[cH:13][cH:14][cH:15]1>>[NH:1]1[CH:2]([C:7](=[O:8])[OH:9])[C:3]([CH3:4])([CH3:5])[S:6][CH:16]1[c:12]1[cH:11][n:10][cH:15][cH:14][cH:13]1. Reactants: CC(C)=O, [K+], [K+], O=C([O-])[O-], CCOC(=O)C1=Cc2cc(O)cc(OC)c2OC1C(F)(F)F. Product: CCOC(=O)C1=Cc2cc(OC)cc(OC)c2OC1C(F)(F)F. As a reaction SMILES: [CH3:29][C:30](=[O:31])[CH3:32].[K+:23].[K+:24].[O-:25][C:26]([O-:27])=[O:28].[OH:1][c:2]1[cH:3][c:4]2[c:9]([c:10]([O:12][CH3:13])[cH:11]1)[O:8][CH:7]([C:14]([F:15])([F:16])[F:17])[C:6]([C:18](=[O:19])[O:20][CH2:21][CH3:22])=[CH:5]2>>[O:1]([c:2]1[cH:3][c:4]2[c:9]([c:10]([O:12][CH3:13])[cH:11]1)[O:8][CH:7]([C:14]([F:15])([F:16])[F:17])[C:6]([C:18](=[O:19])[O:20][CH2:21][CH3:22])=[CH:5]2)[CH3:26].